From a dataset of the Open Reaction Database (ORD), a public repository of structured organic reaction records. describe an organic reaction: reactants, conditions, products, and yield The reactants are [H-].[Na+] (sodium hydride), NC=1C(=C(C=CC1)O)Br (3-amino-2-bromophenol), COCCl (methoxymethyl chloride). The solvent is C1CCOC1 (THF). The product is BrC1=C(C=CC=C1OCOC)N (2-Bromo-3-methoxymethoxyphenylamine). As a reaction SMILES: [H-].[Na+].[NH2:3][C:4]1[C:5]([Br:11])=[C:6]([OH:10])[CH:7]=[CH:8][CH:9]=1.[CH3:12][O:13][CH2:14]Cl>C1COCC1>[Br:11][C:5]1[C:6]([O:10][CH2:12][O:13][CH3:14])=[CH:7][CH:8]=[CH:9][C:4]=1[NH2:3] |f:0.1|. Reported procedure: 20.0 g (500 mmol) of sodium hydride (60% by weight in mineral oil) are added in portions to a solution of 94.0 g (500 mmol) of 3-amino-2-bromophenol [100367-36-0] in 1000 ml of THF, and the mixture is stirred until the evolution of gas is complete. 38.0 ml (500 mmol) of methoxymethyl chloride [107-30-2] are then added dropwise, and the mixture is stirred at 60° C. for a further 6 h. After cooling, the THF is removed in vacuo, the residue is taken up in 1000 ml of dichloromethane, the organic pha... The reactants are CC(=O)O, CSc1nccc(-c2c(-c3ccc(F)cc3)ncn2CCCN2CCOCC2)n1, [NH4+], [OH-], O. Yields the product CS(=O)c1nccc(-c2c(-c3ccc(F)cc3)ncn2CCCN2CCOCC2)n1. RXN SMILES: [CH3:33][C:34](=[O:35])[OH:36].[F:1][c:2]1[cH:3][cH:4][c:5](-[c:8]2[n:9][cH:10][n:11]([CH2:21][CH2:22][CH2:23][N:24]3[CH2:25][CH2:26][O:27][CH2:28][CH2:29]3)[c:12]2-[c:13]2[n:14][c:15]([S:19][CH3:20])[n:16][cH:17][cH:18]2)[cH:6][cH:7]1.[NH4+:30].[OH-:31].[OH2:32]>>[F:1][c:2]1[cH:3][cH:4][c:5](-[c:8]2[n:9][cH:10][n:11]([CH2:21][CH2:22][CH2:23][N:24]3[CH2:25][CH2:26][O:27][CH2:28][CH2:29]3)[c:12]2-[c:13]2[n:14][c:15]([S:19]([CH3:20])=[O:31])[n:16][cH:17][cH:18]2)[cH:6][cH:7]1. Starting materials: C(=O)(C(F)(F)F)O (TFA), C(C)(C)(C)OC(NCC1=CC2=C(N(C(=N2)CN2C(N(C(C3=CC=CC=C23)=O)CC(F)(F)F)=O)CCCCO)C=C1)=O ([2-[2,4-dioxo-3-(2,2,2-trifluoro-ethyl)-3,4-dihydro-2H-quinazolin-1-ylmethyl]-1-(4-hydroxy-butyl)-1H-benzoimidazol-5-ylmethyl]-carbamic acid tert-butyl ester), C(C)(=O)Cl (acetyl cloride). The solvent is ClCCl (dichloromethane). Run at time 6 hour. The product is NCC1=CC2=C(N(C(=N2)CN2C(N(C(C3=CC=CC=C23)=O)CC(F)(F)F)=O)CCCCO)C=C1 (1-[5-Aminomethyl-1-(4-hydroxy-butyl)-1H-benzoimidazol-2-ylmethyl]-3-(2,2,2-trifluoro-ethyl)-1H-quinazoline-2,4-dione). As a reaction SMILES: C(OC(=O)[NH:7][CH2:8][C:9]1[CH:40]=[CH:39][C:12]2[N:13]([CH2:34][CH2:35][CH2:36][CH2:37][OH:38])[C:14]([CH2:16][N:17]3[C:26]4[C:21](=[CH:22][CH:23]=[CH:24][CH:25]=4)[C:20](=[O:27])[N:19]([CH2:28][C:29]([F:32])([F:31])[F:30])[C:18]3=[O:33])=[N:15][C:11]=2[CH:10]=1)(C)(C)C.C(O)(C(F)(F)F)=O.C(Cl)(=O)C>ClCCl>[NH2:7][CH2:8][C:9]1[CH:40]=[CH:39][C:12]2[N:13]([CH2:34][CH2:35][CH2:36][CH2:37][OH:38])[C:14]([CH2:16][N:17]3[C:26]4[C:21](=[CH:22][CH:23]=[CH:24][CH:25]=4)[C:20](=[O:27])[N:19]([CH2:28][C:29]([F:32])([F:31])[F:30])[C:18]3=[O:33])=[N:15][C:11]=2[CH:10]=1. Reported procedure: To a suspension of [2-[2,4-dioxo-3-(2,2,2-trifluoro-ethyl)-3,4-dihydro-2H-quinazolin-1-ylmethyl]-1-(4-hydroxy-butyl)-1H-benzoimidazol-5-ylmethyl]-carbamic acid tert-butyl ester (80 mg, 0.14 mmol) in dichloromethane (3 mL) was added TFA (319 μL, 4.14 mmol). The solution was allowed to stir for 6 hrs. followed by the removal of the volatiles in vacuo. The resulting trifluoroacetate was dissolved in methanol (3 mL) followed by the addition of acetyl cloride (98 μL, 1.4 mmol) and concentrated after ... Reactants: C(C)OC(C(C(C)=O)=O)=O (2,3-dioxobutyric acid ethyl ester), (Z)-2-oxime, C1(=CC=CC2=CC=CC=C12)CN (1-naphthalenemethylamine), C(C)#N (acetonitrile). The product is C(C)OC(=O)C=1NC(=NC1C)C1=CC=CC2=CC=CC=C12 (5-methyl-2-naphthalen-1-yl-3H-imidazole-4-carboxylic acid ethyl ester). RXN SMILES: [CH2:1]([O:3][C:4](=[O:10])[C:5](=O)[C:6](=O)[CH3:7])[CH3:2].[C:11]1([CH2:21][NH2:22])[C:20]2[C:15](=[CH:16][CH:17]=[CH:18][CH:19]=2)[CH:14]=[CH:13][CH:12]=1.C(#[N:25])C>>[CH2:1]([O:3][C:4]([C:5]1[NH:22][C:21]([C:11]2[C:20]3[C:15](=[CH:16][CH:17]=[CH:18][CH:19]=3)[CH:14]=[CH:13][CH:12]=2)=[N:25][C:6]=1[CH3:7])=[O:10])[CH3:2]. Reported procedure: A solution of 2,3-dioxobutyric acid ethyl ester, (Z)-2-oxime (3 g), 1-naphthalenemethylamine (3.26 g) in acetonitrile (45 ml) is refluxed for 10 hr to give a white precipitate. The solid is then collected, washed with acetonitrile and dried to yield 5-methyl-2-naphthalen-1-yl-3H-imidazole-4-carboxylic acid ethyl ester. LCMS 281.3 (M+1). The reactants are CS(=O)(=O)OCCC1=CC=C(C=C1)NC1=NC=2C3=C([C@@H](CC2C=N1)C1=CC(=C(C=C1)Cl)Cl)C=CC=C3 ((S)-4-(6-(3,4-dichlorophenyl)-5,6-dihydrobenzo[h]quinazolin-2-ylamino)phenethyl methanesulfonate), CNCCCC (N-methylbutan-1-amine). Run in C(C)N(CC)CC (triethylamine). Yields the product Cl.C(CCC)N(CCC1=CC=C(C=C1)NC1=NC=2C3=C([C@@H](CC2C=N1)C1=CC(=C(C=C1)Cl)Cl)C=CC=C3)C ((S)—N-(4-(2-(butyl(methyl)amino)ethyl)phenyl)-6-(3,4-dichlorophenyl)-5,6-dihydrobenzo[h]quinazolin-2-amine hydrochloride salt). RXN SMILES: CS(O[CH2:6][CH2:7][C:8]1[CH:13]=[CH:12][C:11]([NH:14][C:15]2[N:24]=[CH:23][C:22]3[CH2:21][C@@H:20]([C:25]4[CH:30]=[CH:29][C:28]([Cl:31])=[C:27]([Cl:32])[CH:26]=4)[C:19]4[CH:33]=[CH:34][CH:35]=[CH:36][C:18]=4[C:17]=3[N:16]=2)=[CH:10][CH:9]=1)(=O)=O.[CH3:37][NH:38][CH2:39][CH2:40][CH2:41][CH3:42]>C(N(CC)CC)C>[ClH:31].[CH2:39]([N:38]([CH3:37])[CH2:6][CH2:7][C:8]1[CH:13]=[CH:12][C:11]([NH:14][C:15]2[N:24]=[CH:23][C:22]3[CH2:21][C@@H:20]([C:25]4[CH:30]=[CH:29][C:28]([Cl:31])=[C:27]([Cl:32])[CH:26]=4)[C:19]4[CH:33]=[CH:34][CH:35]=[CH:36][C:18]=4[C:17]=3[N:16]=2)=[CH:10][CH:9]=1)[CH2:40][CH2:41][CH3:42] |f:3.4|. Procedure: This was synthesized by using (S)-4-(6-(3,4-dichlorophenyl)-5,6-dihydrobenzo[h]quinazolin-2-ylamino)phenethyl methanesulfonate, N-methylbutan-1-amine and triethylamine as described in general procedure 2 to afford the desired product. M.p.=135-145° C. 1H NMR 400 MHz (DMSO-d6) δ 10.52 (s, 2 H), 9.70 (s, 1 H), 8.33-8.28 (m, 2 H), 7.78-7.76 (m, 2 H), 7.51-7.42 (m, 4 H), 7.24-7.22 (d, 2 H), 7.11-7.09 (m, 1 H), 7.02-7.00 (m, 1 H), 4.46 (t, J=6.4 Hz, 1 H), 3.28-3.11 (m, 5 H), 3.00-2.96 (m, 3 H), 2.75 ...